From a dataset of the Open Reaction Database (ORD), a public repository of structured organic reaction records. describe an organic reaction: reactants, conditions, products, and yield Solvent: N1=CC=CC=C1 (pyridine). Starting materials: C1(CCCCC1)CC(=O)NC(C)C1=CN=C(N=N1)NC1=CC=C(C=C1)OC (2-cyclohexyl-N-[1-(3-{[4-(methyloxy)phenyl]amino}-1,2,4-triazin-6-yl)ethyl]acetamide), P(=O)(Cl)(Cl)Cl (phosphorus oxychloride), C1(CCCCC1)CC(=O)NC(C)C1=CN=C(N=N1)NC1=CC=C(C=C1)OC (2-cyclohexyl-N-[1-(3-{[4-(methyloxy)phenyl]amino}-1,2,4-triazin-6-yl)ethyl]acetamide), N1N=CN=C1 (1,2,4 triazole). Yield: 71.7%. The product is C1(CCCCC1)CC1=NC(=C2C=NC(=NN21)NC2=CC=C(C=C2)OC)C (7-(cyclohexylmethyl)-5-methyl-N-[4-(methyloxy)phenyl]-imidazo[5,1-f][1,2,4]triazin-2-amine). Reaction SMILES: [CH:1]1([CH2:7][C:8]([NH:10][CH:11]([C:13]2[N:18]=[N:17][C:16]([NH:19][C:20]3[CH:25]=[CH:24][C:23]([O:26][CH3:27])=[CH:22][CH:21]=3)=[N:15][CH:14]=2)[CH3:12])=O)[CH2:6][CH2:5][CH2:4][CH2:3][CH2:2]1.N1C=NC=N1.P(Cl)(Cl)(Cl)=O>N1C=CC=CC=1>[CH:1]1([CH2:7][C:8]2[N:18]3[C:13]([CH:14]=[N:15][C:16]([NH:19][C:20]4[CH:25]=[CH:24][C:23]([O:26][CH3:27])=[CH:22][CH:21]=4)=[N:17]3)=[C:11]([CH3:12])[N:10]=2)[CH2:6][CH2:5][CH2:4][CH2:3][CH2:2]1. Procedure: Applying the Cyclization Procedure 2, using 2-cyclohexyl-N-[1-(3-{[4-(methyloxy)phenyl]amino}-1,2,4-triazin-6-yl)ethyl]acetamide (Intermediate 69) (100 mg, 0.27 mmol), pyridine (25 mL), 1,2,4 triazole (56 mg, 0.81 mmol) and phosphorus oxychloride (0.040 mL, 0.43 mmol), to afford 7-(cyclohexylmethyl)-5-methyl-N-[4-(methyloxy)phenyl]-imidazo[5,1-f][1,2,4]triazin-2-amine (68 mg) as a yellow solid. MS m/z 352 (M+1). Starting materials: ClC1=CC(=C(C=C1O)N=C=S)F (4-chloro-2-fluoro-5-hydroxyphenylisothiocynate), O1CCCC=C1 (2,3-dihydropyran). The solvent is ClCCl (dichloromethane). Reaction conditions: time 5 hour. Yields the product ClC1=CC(=C(C=C1OC1OCCCC1)N=C=S)F (4-chloro-2-fluoro-5-(2-tetrahydropyranyl)oxyphenylisothiocyanate). Yield: 80.4%. Reaction SMILES: [Cl:1][C:2]1[C:7]([OH:8])=[CH:6][C:5]([N:9]=[C:10]=[S:11])=[C:4]([F:12])[CH:3]=1.[O:13]1[CH:18]=[CH:17][CH2:16][CH2:15][CH2:14]1>ClCCl>[Cl:1][C:2]1[C:7]([O:8][CH:14]2[CH2:15][CH2:16][CH2:17][CH2:18][O:13]2)=[CH:6][C:5]([N:9]=[C:10]=[S:11])=[C:4]([F:12])[CH:3]=1. Procedure details: A dichloromethane solution containing 0.10 g of 4-chloro-2-fluoro-5-hydroxyphenylisothiocynate and 0.04 g of 2,3-dihydropyran, was stirred at room temperature for 5 hours. Then, dichloromethane was distilled off, and the residue was washed with diisopropyl ether to obtain 0.11 g of the above-identified compound as white crystals. The reactants are CC(C)(C)OC(=O)N1C(CO[Si](C)(C)C(C)(C)C)C1c1ccc(C(F)(F)F)cc1, [Cl-], [I-], [Li]C, N, N, [OH-]. Product: CC(c1ccc(C(F)(F)F)cc1)C(CO[Si](C)(C)C(C)(C)C)NC(=O)OC(C)(C)C. RXN SMILES: [C:4]([CH3:5])([CH3:6])([CH3:7])[Si:8]([O:9][CH2:10][CH:11]1[N:12]([C:24](=[O:25])[O:26][C:27]([CH3:28])([CH3:29])[CH3:30])[CH:13]1[c:14]1[cH:15][cH:16][c:17]([C:20]([F:21])([F:22])[F:23])[cH:18][cH:19]1)([CH3:31])[CH3:32].[Cl-:33].[I-:1].[Li:2][CH3:3].[NH3:34].[NH3:36].[OH-:35]>>[CH3:3][CH:13]([CH:11]([CH2:10][O:9][Si:8]([C:4]([CH3:5])([CH3:6])[CH3:7])([CH3:31])[CH3:32])[NH:12][C:24](=[O:25])[O:26][C:27]([CH3:28])([CH3:29])[CH3:30])[c:14]1[cH:15][cH:16][c:17]([C:20]([F:21])([F:22])[F:23])[cH:18][cH:19]1. Starting materials: O=Cc1cccc(Br)n1, CC1CCNCC1, ClCCl. Yields the product CC1CCN(Cc2cccc(Br)n2)CC1. Reaction SMILES: [Br:1][c:2]1[cH:3][cH:4][cH:5][c:6]([CH:8]=[O:9])[n:7]1.[CH3:10][CH:11]1[CH2:12][CH2:13][NH:14][CH2:15][CH2:16]1.[Cl:17][CH2:18][Cl:19]>>[Br:1][c:2]1[cH:3][cH:4][cH:5][c:6]([CH2:8][N:14]2[CH2:13][CH2:12][CH:11]([CH3:10])[CH2:16][CH2:15]2)[n:7]1. Starting materials: CC#N, CCN(C(C)C)C(C)C, [Cl-], Cn1cc[n+](C)c1Cl, O=C(O)c1cccc(Cl)c1F, C#CCC(NCCCN1C(=O)c2ccccc2C1=O)c1nc2cc(Cl)ccc2c(=O)n1Nc1ccccc1, [Na+], [Na+], O=C([O-])[O-]. Yields the product C#CCC(c1nc2cc(Cl)ccc2c(=O)n1Nc1ccccc1)N(CCCN1C(=O)c2ccccc2C1=O)C(=O)c1cccc(Cl)c1F. As a reaction SMILES: [CH3:74][C:75]#[N:76].[CH:21]([N:22]([CH:23]([CH3:24])[CH3:25])[CH2:26][CH3:27])([CH3:28])[CH3:29].[Cl-:12].[Cl:13][c:14]1[n:15]([CH3:16])[cH:17][cH:18][n+:19]1[CH3:20].[Cl:1][c:2]1[c:3]([F:11])[c:4]([C:5](=[O:6])[OH:7])[cH:8][cH:9][cH:10]1.[Cl:30][c:31]1[cH:32][cH:33][c:34]2[c:35](=[O:67])[n:36]([NH:60][c:61]3[cH:62][cH:63][cH:64][cH:65][cH:66]3)[c:37]([CH:41]([CH2:42][C:43]#[CH:44])[NH:45][CH2:46][CH2:47][CH2:48][N:49]3[C:50](=[O:59])[c:51]4[cH:52][cH:53][cH:54][cH:55][c:56]4[C:57]3=[O:58])[n:38][c:39]2[cH:40]1.[Na+:68].[Na+:69].[O-:70][C:71](=[O:72])[O-:73]>>[Cl:1][c:2]1[c:3]([F:11])[c:4]([C:5](=[O:7])[N:45]([CH:41]([c:37]2[n:36]([NH:60][c:61]3[cH:62][cH:63][cH:64][cH:65][cH:66]3)[c:35](=[O:67])[c:34]3[cH:33][cH:32][c:31]([Cl:30])[cH:40][c:39]3[n:38]2)[CH2:42][C:43]#[CH:44])[CH2:46][CH2:47][CH2:48][N:49]2[C:50](=[O:59])[c:51]3[cH:52][cH:53][cH:54][cH:55][c:56]3[C:57]2=[O:58])[cH:8][cH:9][cH:10]1.